This data is from the Open Reaction Database (ORD), a public repository of structured organic reaction records. The task is: describe an organic reaction: reactants, conditions, products, and yield Reactants: BrCC=1N(C2=NC(=NC(=C2N1)N1CCOCC1)Cl)C (4-(8-(bromomethyl)-2-chloro-9-methyl-9H-purin-6-yl)morpholine), O1CCN(CC1)C1CCNCC1 (4-morpholino-piperidine), CCN(C(C)C)C(C)C (DIEA). Solvent: C(Cl)Cl (DCM). Conditions: time 18 hour. Yields the product ClC1=NC(=C2N=C(N(C2=N1)C)CN1CCC(CC1)N1CCOCC1)N1CCOCC1 (4-(1-((2-chloro-9-methyl-6-morpholino-9H-purin-8-yl)methyl)piperidin-4-yl)morpholine). The yield is 95.0%. RXN SMILES: Br[CH2:2][C:3]1[N:4]([CH3:19])[C:5]2[C:10]([N:11]=1)=[C:9]([N:12]1[CH2:17][CH2:16][O:15][CH2:14][CH2:13]1)[N:8]=[C:7]([Cl:18])[N:6]=2.[O:20]1[CH2:25][CH2:24][N:23]([CH:26]2[CH2:31][CH2:30][NH:29][CH2:28][CH2:27]2)[CH2:22][CH2:21]1.CCN(C(C)C)C(C)C>C(Cl)Cl>[Cl:18][C:7]1[N:6]=[C:5]2[C:10]([N:11]=[C:3]([CH2:2][N:29]3[CH2:30][CH2:31][CH:26]([N:23]4[CH2:24][CH2:25][O:20][CH2:21][CH2:22]4)[CH2:27][CH2:28]3)[N:4]2[CH3:19])=[C:9]([N:12]2[CH2:17][CH2:16][O:15][CH2:14][CH2:13]2)[N:8]=1. Procedure: To a solution of 4-(8-(bromomethyl)-2-chloro-9-methyl-9H-purin-6-yl)morpholine (935 mg, 2.7 mmol) in DCM (30 mL) was added 4-morpholino-piperidine (505 mg, 2.97 mmol) and DIEA (0.70 mL). The resulting mixture was stirred at room temperature for 18 hours. The mixture was then poured onto water and the layers were separated. The aqueous layer was extracted with three times with DCM. The combined organic extracts were washed with water, dried over Na2SO4, filtered and concentrated. The crude produc... The product is O=C1NCCCC1(Cl)Cl. As a reaction SMILES: [Cl:9][CH:10]([Cl:11])[Cl:12].[NH:1]1[C:2](=[O:7])[CH2:3][CH2:4][CH2:5][CH2:6]1.[OH2:8]>>[NH:1]1[C:2](=[O:7])[C:10]([Cl:9])([Cl:12])[CH2:4][CH2:5][CH2:6]1. Starting materials: ClC(Cl)Cl, O=C1CCCCN1, O. The reactants are CCCCCC (hexane), C[Si](C)(C)C=[N+]=[N-] (trimethylsilyldiazomethane), ClC1=C(C(=O)O)C(=CC(=C1)C(=O)O)Cl (2,6-dichloro-4-carboxybenzoic acid), CO (methanol). The product is COC(C1=C(C=C(C=C1Cl)C(=O)OC)Cl)=O (2,6-dichloro-4-methoxycarbonyl Benzoic Acid Methylester). RXN SMILES: [CH3:1]CCCCC.C[Si](C=[N+]=[N-])(C)C.[Cl:14][C:15]1[CH:23]=[C:22]([C:24]([OH:26])=[O:25])[CH:21]=[C:20]([Cl:27])[C:16]=1[C:17](O)=[O:18].[CH3:28][OH:29]>>[CH3:28][O:29][C:17](=[O:18])[C:16]1[C:15]([Cl:14])=[CH:23][C:22]([C:24]([O:26][CH3:1])=[O:25])=[CH:21][C:20]=1[Cl:27]. Reported procedure: A hexane solution containing 2M trimethylsilyldiazomethane was added to the mixture of 500 mg of 2,6-dichloro-4-carboxybenzoic acid (Maybridge) and 15 ml of methanol until the end point of the reaction. The reaction mixture was concentrated and purified by silica gel chromatography (ethyl acetate/hexane) to obtain the title compound. Starting materials: ClC1=C(C=CC=C1)C(C)OC(NC=1C(=NOC1C1=CC=C(C=C1)Br)C)=O ([5-(4-Bromo-phenyl)-3-methyl-isoxazol-4-yl]-carbamic acid 1-(2-chloro-phenyl)-ethyl ester), C(=O)(O)C=1C=C(C=CC1)B(O)O (3-carboxyphenylboronic acid), C([O-])([O-])=O.[K+].[K+] (potassium carbonate). Reagents/catalysts: C=1C=CC(=CC1)[P](C=2C=CC=CC2)(C=3C=CC=CC3)[Pd]([P](C=4C=CC=CC4)(C=5C=CC=CC5)C=6C=CC=CC6)([P](C=7C=CC=CC7)(C=8C=CC=CC8)C=9C=CC=CC9)[P](C=1C=CC=CC1)(C=1C=CC=CC1)C=1C=CC=CC1 (Tetrakis(triphenylphosphine)palladium(0)). Run in COCCOC (DME). Reaction conditions: temperature 80 celsius, time 8 hour. Product: ClC1=C(C=CC=C1)C(C)OC(=O)NC=1C(=NOC1C1=CC=C(C=C1)C1=CC(=CC=C1)C(=O)O)C (4′-{-4-[1-(2-Chloro-phenyl)-ethoxycarbonylamino]-3-methyl-isoxazol-5-yl}-biphenyl-3-carboxylic acid). Reaction SMILES: [Cl:1][C:2]1[CH:7]=[CH:6][CH:5]=[CH:4][C:3]=1[CH:8]([O:10][C:11](=[O:26])[NH:12][C:13]1[C:14]([CH3:25])=[N:15][O:16][C:17]=1[C:18]1[CH:23]=[CH:22][C:21](Br)=[CH:20][CH:19]=1)[CH3:9].[C:27]([C:30]1[CH:31]=[C:32](B(O)O)[CH:33]=[CH:34][CH:35]=1)([OH:29])=[O:28].C(=O)([O-])[O-].[K+].[K+]>C1C=CC([P]([Pd]([P](C2C=CC=CC=2)(C2C=CC=CC=2)C2C=CC=CC=2)([P](C2C=CC=CC=2)(C2C=CC=CC=2)C2C=CC=CC=2)[P](C2C=CC=CC=2)(C2C=CC=CC=2)C2C=CC=CC=2)(C2C=CC=CC=2)C2C=CC=CC=2)=CC=1.COCCOC>[Cl:1][C:2]1[CH:7]=[CH:6][CH:5]=[CH:4][C:3]=1[CH:8]([O:10][C:11]([NH:12][C:13]1[C:14]([CH3:25])=[N:15][O:16][C:17]=1[C:18]1[CH:23]=[CH:22][C:21]([C:34]2[CH:33]=[CH:32][CH:31]=[C:30]([C:27]([OH:29])=[O:28])[CH:35]=2)=[CH:20][CH:19]=1)=[O:26])[CH3:9] |f:2.3.4,^1:48,50,69,88|. Procedure details: [5-(4-Bromo-phenyl)-3-methyl-isoxazol-4-yl]-carbamic acid 1-(2-chloro-phenyl)-ethyl ester (0.200 g, 0.46 mmol), 3-carboxyphenylboronic acid (0.092 g, 0.55 mmol), and potassium carbonate (0.190 g, 1.37 mmol) were combined in 2:1 DME:water (5 mL), and the solution was purged with N2 for 10 minutes. Tetrakis(triphenylphosphine)palladium(0) (0.053 g, 0.05 mmol) was added, and the reaction was purged with N2 for an additional 10 minutes, and then sealed and stirred at 80° C. overnight. The mixture wa... The reactants are CC(C)O, Cl, O=C(c1ccc([N+](=O)[O-])cc1)N1CCN(Cc2cccc(C(O)(C(F)(F)F)C(F)(F)F)c2)CC1, [Fe]. Yields the product Nc1ccc(C(=O)N2CCN(Cc3cccc(C(O)(C(F)(F)F)C(F)(F)F)c3)CC2)cc1. Reaction SMILES: [CH:37]([OH:38])([CH3:39])[CH3:40].[ClH:35].[F:1][C:2]([C:3]([C:4]([F:5])([F:6])[F:7])([OH:8])[c:9]1[cH:10][c:11]([CH2:12][N:13]2[CH2:14][CH2:15][N:16]([C:19](=[O:20])[c:21]3[cH:22][cH:23][c:24]([N+:27]([O-:28])=[O:29])[cH:25][cH:26]3)[CH2:17][CH2:18]2)[cH:30][cH:31][cH:32]1)([F:33])[F:34].[Fe:36]>>[F:1][C:2]([C:3]([C:4]([F:5])([F:6])[F:7])([OH:8])[c:9]1[cH:10][c:11]([CH2:12][N:13]2[CH2:14][CH2:15][N:16]([C:19](=[O:20])[c:21]3[cH:22][cH:23][c:24]([NH2:27])[cH:25][cH:26]3)[CH2:17][CH2:18]2)[cH:30][cH:31][cH:32]1)([F:33])[F:34]. Starting materials: Cl (HCl), O1CCOCC1 (dioxane), ice, C(C)(C)(C)OC(NCCN1C(=NC(=C1)I)COC)=O ([2-(4-iodo-2-methoxymethyl-imidazol-1-yl)-ethyl]-carbamic acid tert-butyl ester). Run in C(Cl)Cl (DCM). Conditions: temperature 0 celsius, time 15 minute. The product is IC=1N=C(N(C1)CCN)COC (2-(4-iodo-2-methoxymethyl-imidazol-1-yl)-ethylamine), Cl (HCl). As a reaction SMILES: C(OC(=O)[NH:7][CH2:8][CH2:9][N:10]1[CH:14]=[C:13]([I:15])[N:12]=[C:11]1[CH2:16][O:17][CH3:18])(C)(C)C.[ClH:20].O1CCOCC1>C(Cl)Cl>[I:15][C:13]1[N:12]=[C:11]([CH2:16][O:17][CH3:18])[N:10]([CH2:9][CH2:8][NH2:7])[CH:14]=1.[ClH:20]. Reported procedure: To an ice-cooled solution of [2-(4-iodo-2-methoxymethyl-imidazol-1-yl)-ethyl]-carbamic acid tert-butyl ester (3.051 g; 8.003 mmol) in DCM (60 ml) was added slowly 4N HCl in dioxane (40 ml; 160 mmol). The resulting suspension was stirred at 0° C. for 15 min., then at rt for 2 h. The volatiles were removed under reduced pressure, then under HV. The product 2-(4-iodo-2-methoxymethyl-imidazol-1-yl)-ethylamine was obtained as a pale beige solid (2.750 g; 100%; presence of 2 eq. of HCl). LC-MS: tR=0.2... The product is CC(N)(CO)c1ccc2c(-c3cccc(Cl)c3)c(OC3CCC(C(C)(C)C)CC3)ccc2c1. As a reaction SMILES: [C:38]([CH3:39])([CH3:40])([CH3:41])[CH:42]1[CH2:43][CH2:44][CH:45]([O:48][c:49]2[c:50](-[c:66]3[cH:67][c:68]([Cl:72])[cH:69][cH:70][cH:71]3)[c:51]3[cH:52][cH:53][c:54]([C:59]4([CH3:65])[NH:60][C:61](=[O:64])[O:62][CH2:63]4)[cH:55][c:56]3[cH:57][cH:58]2)[CH2:46][CH2:47]1.[NH2:1][C:2]([c:3]1[cH:4][cH:5][c:6]2[c:7]([cH:8][cH:9][c:10]([O:11][CH:12]3[CH2:13][CH2:14][CH:15]([C:16]([CH3:17])([CH3:18])[CH3:19])[CH2:20][CH2:21]3)[c:22]2-[c:23]2[cH:24][cH:25][c:26]([O:27][C:28]([F:29])([F:30])[F:31])[cH:32][cH:33]2)[cH:34]1)([CH3:35])[CH2:36][OH:37]>>[C:38]([CH3:39])([CH3:40])([CH3:41])[CH:42]1[CH2:43][CH2:44][CH:45]([O:48][c:49]2[c:50](-[c:66]3[cH:67][c:68]([Cl:72])[cH:69][cH:70][cH:71]3)[c:51]3[cH:52][cH:53][c:54]([C:59]([NH2:60])([CH2:63][OH:62])[CH3:65])[cH:55][c:56]3[cH:57][cH:58]2)[CH2:46][CH2:47]1. The reactants are CC1(c2ccc3c(-c4cccc(Cl)c4)c(OC4CCC(C(C)(C)C)CC4)ccc3c2)COC(=O)N1, CC(N)(CO)c1ccc2c(-c3ccc(OC(F)(F)F)cc3)c(OC3CCC(C(C)(C)C)CC3)ccc2c1. As a reaction SMILES: [CH2:38]1[O:39][CH2:40][CH2:41][CH2:42]1.[CH3:1][SiH:2]([CH3:3])[N:4]([CH3:5])[Si:6]([CH3:7])([CH3:8])[CH3:9].[Cl:21][c:22]1[n:23][cH:24][n:25][c:26]2[cH:27][c:28]([O:34][CH2:35][CH2:36][Cl:37])[c:29]([O:32][CH3:33])[cH:30][c:31]12.[NH2:11][c:12]1[c:13]2[c:14]([n:15][cH:16][cH:17]1)[O:18][CH2:19][O:20]2.[Na:10]>>[NH:11]([c:12]1[c:13]2[c:14]([n:15][cH:16][cH:17]1)[O:18][CH2:19][O:20]2)[c:22]1[n:23][cH:24][n:25][c:26]2[cH:27][c:28]([O:34][CH2:35][CH2:36][Cl:37])[c:29]([O:32][CH3:33])[cH:30][c:31]12. The product is COc1cc2c(Nc3ccnc4c3OCO4)ncnc2cc1OCCCl. The reactants are C1CCOC1, CN([SiH](C)C)[Si](C)(C)C, COc1cc2c(Cl)ncnc2cc1OCCCl, Nc1ccnc2c1OCO2, [Na]. Starting materials: CCOC(=O)CCNC(=O)N1CCc2c(-c3cnc(N(Cc4ccc(OC)cc4)Cc4ccc(OC)cc4)nc3)nc(N3CCOCC3)nc21, C1CCOC1. As a reaction SMILES: [CH2:1]([CH3:2])[O:3][C:4]([CH2:5][CH2:6][NH:7][C:8](=[O:9])[N:10]1[CH2:11][CH2:12][c:13]2[c:14]1[n:15][c:16]([N:44]1[CH2:45][CH2:46][O:47][CH2:48][CH2:49]1)[n:17][c:18]2-[c:19]1[cH:20][n:21][c:22]([N:25]([CH2:26][c:27]2[cH:28][cH:29][c:30]([O:33][CH3:34])[cH:31][cH:32]2)[CH2:35][c:36]2[cH:37][cH:38][c:39]([O:42][CH3:43])[cH:40][cH:41]2)[n:23][cH:24]1)=[O:50].[CH2:51]1[O:52][CH2:53][CH2:54][CH2:55]1>>[O:3]=[C:4]([CH2:5][CH2:6][NH:7][C:8](=[O:9])[N:10]1[CH2:11][CH2:12][c:13]2[c:14]1[n:15][c:16]([N:44]1[CH2:45][CH2:46][O:47][CH2:48][CH2:49]1)[n:17][c:18]2-[c:19]1[cH:20][n:21][c:22]([N:25]([CH2:26][c:27]2[cH:28][cH:29][c:30]([O:33][CH3:34])[cH:31][cH:32]2)[CH2:35][c:36]2[cH:37][cH:38][c:39]([O:42][CH3:43])[cH:40][cH:41]2)[n:23][cH:24]1)[OH:50]. Yields the product COc1ccc(CN(Cc2ccc(OC)cc2)c2ncc(-c3nc(N4CCOCC4)nc4c3CCN4C(=O)NCCC(=O)O)cn2)cc1.